This data is from the Open Reaction Database (ORD), a public repository of structured organic reaction records. The task is: describe an organic reaction: reactants, conditions, products, and yield The reactants are ice water, COC1=CC=C(C=C1)[C@@H]1SC2=C(NC([C@@H]1O)=O)C=C(C(=C2)C)C ((±)-cis-2-(4-methoxyphenyl)-3-hydroxy-7,8-dimethyl-2,3-dihydro-1,5-benzothiazepin-4(5H)-one), [OH-].[K+] (potassium hydroxide), Cl.CN(CCCl)C (2-(dimethylamino)ethyl chloride hydrochloride). Run in CS(=O)C (dimethylsulfoxide). Conditions: time 30 minute. Product: COC1=CC=C(C=C1)[C@@H]1SC2=C(N(C([C@@H]1O)=O)CCN(C)C)C=C(C(=C2)C)C ((±)-cis-2-(4-methoxyphenyl)-3-hydroxy-5-[2-(dimethylamino)ethyl]-7,8-dimethyl-2,3-dihydro-1,5-benzothiazepin-4(5H)-one). Yield: 64.2%. Reaction SMILES: [CH3:1][O:2][C:3]1[CH:8]=[CH:7][C:6]([C@H:9]2[C@@H:15]([OH:16])[C:14](=[O:17])[NH:13][C:12]3[CH:18]=[C:19]([CH3:23])[C:20]([CH3:22])=[CH:21][C:11]=3[S:10]2)=[CH:5][CH:4]=1.[OH-].[K+].Cl.[CH3:27][N:28]([CH3:32])[CH2:29][CH2:30]Cl>CS(C)=O>[CH3:1][O:2][C:3]1[CH:8]=[CH:7][C:6]([C@H:9]2[C@@H:15]([OH:16])[C:14](=[O:17])[N:13]([CH2:30][CH2:29][N:28]([CH3:32])[CH3:27])[C:12]3[CH:18]=[C:19]([CH3:23])[C:20]([CH3:22])=[CH:21][C:11]=3[S:10]2)=[CH:5][CH:4]=1 |f:1.2,3.4|. Procedure: A mixture of 8.2 g of (±)-cis-2-(4-methoxyphenyl)-3-hydroxy-7,8-dimethyl-2,3-dihydro-1,5-benzothiazepin-4(5H)-one, 3.1 g of potassium hydroxide and 100 ml of dimethylsulfoxide is stirred at room temperature for 30 minutes. Then, 4 g of 2-(dimethylamino)ethyl chloride hydrochloride are added to the mixture, and said mixture is stirred at room temperature for 20 hours. After the reaction is completed, the mixture is poured into ice-water. The aqueous mixture is extracted with ethyl acetate, and th... Starting materials: C(C)(=O)N1C(C(C2=CC=C(C=C12)C(=O)OC)=C(C1=CC=CC=C1)OCC)=O (1-acetyl-3-(1-ethoxy-1-phenylmethylene)-6-methoxycarbonyl-2-indolinone), CN1CCN(CC1)CC1=CC=C(N)C=C1 (4-((4-methyl-piperazin-1-yl)-methyl)-aniline). Procedure: Prepared from 1-acetyl-3-(1-ethoxy-1-phenylmethylene)-6-methoxycarbonyl-2-indolinone and 4-((4-methyl-piperazin-1-yl)-methyl)-aniline Rf value: 0.4 (silica gel, methylene chloride/methanol 5:1) C29H30N4O3 Product: CN1CCN(CC1)CC1=CC=C(N\C(\C2=CC=CC=C2)=C\2/C(NC3=CC(=CC=C23)C(=O)OC)=O)C=C1 (3-Z-[1-(4-((4-methyl-piperazin-1-yl)-methyl)-anilino)-1-phenyl-methylene]-6-methoxycarbonyl-2-indolinone). Reaction SMILES: C([N:4]1[C:12]2[C:7](=[CH:8][CH:9]=[C:10]([C:13]([O:15][CH3:16])=[O:14])[CH:11]=2)[C:6](=[C:17](OCC)[C:18]2[CH:23]=[CH:22][CH:21]=[CH:20][CH:19]=2)[C:5]1=[O:27])(=O)C.[CH3:28][N:29]1[CH2:34][CH2:33][N:32]([CH2:35][C:36]2[CH:42]=[CH:41][C:39]([NH2:40])=[CH:38][CH:37]=2)[CH2:31][CH2:30]1>>[CH3:28][N:29]1[CH2:34][CH2:33][N:32]([CH2:35][C:36]2[CH:42]=[CH:41][C:39]([NH:40]/[C:17](=[C:6]3\[C:5](=[O:27])[NH:4][C:12]4[C:7]\3=[CH:8][CH:9]=[C:10]([C:13]([O:15][CH3:16])=[O:14])[CH:11]=4)/[C:18]3[CH:23]=[CH:22][CH:21]=[CH:20][CH:19]=3)=[CH:38][CH:37]=2)[CH2:31][CH2:30]1. Reactants: ClC=1C=2N(C3=CC=CC=C3N1)C=NC2C2=NOC(=N2)C2CC2 (4-chloro-3-(5-cyclopropyl-1,2,4-oxadiazol-3-yl)-imidazo[1,5-a]quinoxaline), C(Cl)Cl (CH2Cl2), N (ammonia). Solvent: C(C)O (ethanol). Product: NC=1C=2N(C3=CC=CC=C3N1)C=NC2C2=NOC(=N2)C2CC2 (4-Amino-3-(5-cyclopropyl-1,2,4-oxadiazol-3-yl)-imidazo-[1,5-a]quinoxaline). As a reaction SMILES: Cl[C:2]1[C:3]2[N:4]([CH:12]=[N:13][C:14]=2[C:15]2[N:19]=[C:18]([CH:20]3[CH2:22][CH2:21]3)[O:17][N:16]=2)[C:5]2[C:10]([N:11]=1)=[CH:9][CH:8]=[CH:7][CH:6]=2.C(Cl)Cl.[NH3:26]>C(O)C>[NH2:26][C:2]1[C:3]2[N:4]([CH:12]=[N:13][C:14]=2[C:15]2[N:19]=[C:18]([CH:20]3[CH2:22][CH2:21]3)[O:17][N:16]=2)[C:5]2[C:10]([N:11]=1)=[CH:9][CH:8]=[CH:7][CH:6]=2. Procedure: A stirred solution of 4-chloro-3-(5-cyclopropyl-1,2,4-oxadiazol-3-yl)-imidazo[1,5-a]quinoxaline (0.15 g) in 10 ml of a 1:1 mixture of CH2Cl2 and ethanol was saturated with ammonia. The reaction was monitored by t.l.c. (silica gel/CH2Cl2 -acetone 4:1) and ammonia was bubbled through the solution in between. When the reaction was completed, the solvent was evaporated in vacuo and the residue was triturated with 10 ml of water. The precipitate was filtered off, rinsed with water and dried to give 0... The reactants are O=C([O-])[O-], O=C(O)CCN(C1(C(=O)OCc2ccccc2)CCCC1)S(=O)(=O)c1ccc(Oc2ccc(F)cc2)cc1, CCI, CN(C)C=O, [K+], [K+]. Product: CCOC(=O)CCN(C1(C(=O)OCc2ccccc2)CCCC1)S(=O)(=O)c1ccc(Oc2ccc(F)cc2)cc1. RXN SMILES: [C:39](=[O:40])([O-:41])[O-:42].[CH2:1]([c:2]1[cH:3][cH:4][cH:5][cH:6][cH:7]1)[O:8][C:9](=[O:10])[C:11]1([N:16]([S:17](=[O:18])(=[O:19])[c:20]2[cH:21][cH:22][c:23]([O:26][c:27]3[cH:28][cH:29][c:30]([F:33])[cH:31][cH:32]3)[cH:24][cH:25]2)[CH2:34][CH2:35][C:36](=[O:37])[OH:38])[CH2:12][CH2:13][CH2:14][CH2:15]1.[CH2:45]([CH3:46])[I:47].[CH:48]([N:49]([CH3:50])[CH3:51])=[O:52].[K+:43].[K+:44]>>[CH2:1]([c:2]1[cH:3][cH:4][cH:5][cH:6][cH:7]1)[O:8][C:9](=[O:10])[C:11]1([N:16]([S:17](=[O:18])(=[O:19])[c:20]2[cH:21][cH:22][c:23]([O:26][c:27]3[cH:28][cH:29][c:30]([F:33])[cH:31][cH:32]3)[cH:24][cH:25]2)[CH2:34][CH2:35][C:36](=[O:37])[O:38][CH2:45][CH3:46])[CH2:12][CH2:13][CH2:14][CH2:15]1. Starting materials: Cc1ccc(-c2[nH]c(-c3ccc(OCc4ccccc4)cc3)nc2C(=O)Nc2nccs2)cc1, [Na+], [OH-], O=C(O)C(F)(F)F, CSc1ccccc1. The product is Cc1ccc(-c2[nH]c(-c3ccc(O)cc3)nc2C(=O)Nc2nccs2)cc1. Reaction SMILES: [CH2:1]([c:2]1[cH:3][cH:4][cH:5][cH:6][cH:7]1)[O:8][c:9]1[cH:10][cH:11][c:12](-[c:15]2[nH:16][c:17](-[c:28]3[cH:29][cH:30][c:31]([CH3:34])[cH:32][cH:33]3)[c:18]([C:20](=[O:21])[NH:22][c:23]3[s:24][cH:25][cH:26][n:27]3)[n:19]2)[cH:13][cH:14]1.[Na+:44].[OH-:43].[OH:45][C:46]([C:47]([F:48])([F:49])[F:50])=[O:51].[c:35]1([S:36][CH3:37])[cH:38][cH:39][cH:40][cH:41][cH:42]1>>[OH:8][c:9]1[cH:10][cH:11][c:12](-[c:15]2[nH:16][c:17](-[c:28]3[cH:29][cH:30][c:31]([CH3:34])[cH:32][cH:33]3)[c:18]([C:20](=[O:21])[NH:22][c:23]3[s:24][cH:25][cH:26][n:27]3)[n:19]2)[cH:13][cH:14]1. Yields the product O1CCOC12CCN(CC2)[C@@H]2[C@H](C[C@@H]1CC[C@H]3[C@@H]4C[C@@H]([C@@H]([C@@]4(C)CC[C@@H]3[C@]1(C2)C)O)N2CCCC2)O (2β-(1,4-dioxa-8-azaspiro[4.5]dec-8-yl)-16β-(1-pyrrolidinyl)-5α-androstane-3α,17β-diol). Run in C(C)#N (acetonitrile). Starting materials: O1CCOC12CCNCC2 (1,4-dioxa-8-azaspiro[4.5]decane), O (water), O1[C@H]2[C@@H]1C[C@@H]1CC[C@H]3[C@@H]4C[C@@H]([C@@H]([C@@]4(C)CC[C@@H]3[C@]1(C2)C)O)N2CCCC2 (2α,3α-epoxy-16β-(1-pyrrolidinyl)-5α-androstane-17β-ol). Reported procedure: After adding 63 g of 1,4-dioxa-8-azaspiro[4.5]decane and 13 ml of water to 17 g of 2α,3α-epoxy-16β-(1-pyrrolidinyl)-5α-androstane-17β-ol, the reaction mixture is maintained at 100° to 105° C. for 80 hours while introducing nitrogen. After completion of the reaction, the solution containing a precipitate is diluted with 200 ml of acetonitrile and after filtering, the precipitate is thoroughly washed with water and then with acetonitrile, dried and recrystallized from methanol to give the title pr... RXN SMILES: [O:1]1[C:5]2([CH2:10][CH2:9][NH:8][CH2:7][CH2:6]2)[O:4][CH2:3][CH2:2]1.O.[O:12]1[C@H:14]2[CH2:15][C@H:16]3[C@:29]([CH3:31])([CH2:30][C@@H:13]12)[C@@H:28]1[C@H:19]([C@H:20]2[C@@:24]([CH2:26][CH2:27]1)([CH3:25])[C@@H:23]([OH:32])[C@@H:22]([N:33]1[CH2:37][CH2:36][CH2:35][CH2:34]1)[CH2:21]2)[CH2:18][CH2:17]3>C(#N)C>[O:1]1[C:5]2([CH2:10][CH2:9][N:8]([C@H:13]3[CH2:30][C@@:29]4([CH3:31])[C@@H:16]([CH2:17][CH2:18][C@@H:19]5[C@@H:28]4[CH2:27][CH2:26][C@@:24]4([CH3:25])[C@H:20]5[CH2:21][C@H:22]([N:33]5[CH2:37][CH2:36][CH2:35][CH2:34]5)[C@@H:23]4[OH:32])[CH2:15][C@@H:14]3[OH:12])[CH2:7][CH2:6]2)[O:4][CH2:3][CH2:2]1.